From a dataset of the Open Reaction Database (ORD), a public repository of structured organic reaction records. describe an organic reaction: reactants, conditions, products, and yield The reactants are O=C(O)C1=c2ccccc2=CC=C2CC=CC=C21, NC1CCN(CCc2ccc(F)cc2)C1. Product: O=C(NC1CCN(CCc2ccc(F)cc2)C1)C1=c2ccccc2=CC=C2CC=CC=C21. RXN SMILES: [CH2:1]1[CH:2]=[CH:3][CH:4]=[C:5]2[C:6]([C:16](=[O:17])[OH:18])=[c:7]3[c:8]([cH:12][cH:13][cH:14][cH:15]3)=[CH:9][CH:10]=[C:11]12.[NH2:19][CH:20]1[CH2:21][N:22]([CH2:25][CH2:26][c:27]2[cH:28][cH:29][c:30]([F:33])[cH:31][cH:32]2)[CH2:23][CH2:24]1>>[CH2:1]1[CH:2]=[CH:3][CH:4]=[C:5]2[C:6]([C:16](=[O:17])[NH:19][CH:20]3[CH2:21][N:22]([CH2:25][CH2:26][c:27]4[cH:28][cH:29][c:30]([F:33])[cH:31][cH:32]4)[CH2:23][CH2:24]3)=[c:7]3[c:8]([cH:12][cH:13][cH:14][cH:15]3)=[CH:9][CH:10]=[C:11]12. Starting materials: OC1CN(C1)C(=O)C1=C(C=CC(=C1)S(=O)(=O)C)OC(C)C ((3-hydroxy-azetidin-1-yl)-(2-isopropoxy-5-methanesulfonyl-phenyl)-methanone), FC1=CC=C(C=C1)C(F)(F)F (4-fluoro-benzotrifluoride), C([O-])([O-])=O.[Cs+].[Cs+] (cesium carbonate). Run in C(C)#N (acetonitrile). Product: C(C)(C)OC1=C(C=C(C=C1)S(=O)(=O)C)C(=O)N1CC(C1)OC1=CC=C(C=C1)C(F)(F)F ((2-Isopropoxy-5-methanesulfonyl-phenyl)-[3-(4-trifluoromethyl-phenoxy)-azetidin-1-yl]-methanone). RXN SMILES: [OH:1][CH:2]1[CH2:5][N:4]([C:6]([C:8]2[CH:13]=[C:12]([S:14]([CH3:17])(=[O:16])=[O:15])[CH:11]=[CH:10][C:9]=2[O:18][CH:19]([CH3:21])[CH3:20])=[O:7])[CH2:3]1.F[C:23]1[CH:28]=[CH:27][C:26]([C:29]([F:32])([F:31])[F:30])=[CH:25][CH:24]=1.C(=O)([O-])[O-].[Cs+].[Cs+]>C(#N)C>[CH:19]([O:18][C:9]1[CH:10]=[CH:11][C:12]([S:14]([CH3:17])(=[O:16])=[O:15])=[CH:13][C:8]=1[C:6]([N:4]1[CH2:5][CH:2]([O:1][C:23]2[CH:28]=[CH:27][C:26]([C:29]([F:32])([F:31])[F:30])=[CH:25][CH:24]=2)[CH2:3]1)=[O:7])([CH3:21])[CH3:20] |f:2.3.4|. Procedure details: A mixture of 0.32 mmol (3-hydroxy-azetidin-1-yl)-(2-isopropoxy-5-methanesulfonyl-phenyl)-methanone, 0.32 mmol 4-fluoro-benzotrifluoride and 0.96 mmol cesium carbonate in 10 ml acetonitrile was refluxed overnight. The reaction mixture was concentrated to yield the crude compound, purified by chromatography (methanol/dichloromethane). MS (m/e): 458.4 (M+H+, 100%). Starting materials: COC(=O)C1(CCOCC1)CCC=O (4-(3-oxo-propyl)-tetrahydro-pyran-4-carboxylic acid methyl ester), CC1=NC(=CC=C1N)N1C[C@@H](CC1)N1[C@H](CCC1)C (2-methyl-6-((2S,3′R)-2-methyl-[1,3′]bipyrrolidinyl-1′-yl)-pyridin-3-ylamine). The product is COC(=O)C1(CCOCC1)CCCNC=1C(=NC(=CC1)N1C[C@@H](CC1)N1[C@H](CCC1)C)C (4-{3-[2-Methyl-6-((2S,3′R)-2-methyl-[1,3′]bipyrrolidinyl-1′-yl)-pyridin-3-ylamino]-propyl}-tetrahydro-pyran-4-carboxylic acid methyl ester), crude solid. As a reaction SMILES: [CH3:1][O:2][C:3]([C:5]1([CH2:11][CH2:12][CH:13]=O)[CH2:10][CH2:9][O:8][CH2:7][CH2:6]1)=[O:4].[CH3:15][C:16]1[C:21]([NH2:22])=[CH:20][CH:19]=[C:18]([N:23]2[CH2:27][CH2:26][C@@H:25]([N:28]3[CH2:32][CH2:31][CH2:30][C@@H:29]3[CH3:33])[CH2:24]2)[N:17]=1>>[CH3:1][O:2][C:3]([C:5]1([CH2:11][CH2:12][CH2:13][NH:22][C:21]2[C:16]([CH3:15])=[N:17][C:18]([N:23]3[CH2:27][CH2:26][C@@H:25]([N:28]4[CH2:32][CH2:31][CH2:30][C@@H:29]4[CH3:33])[CH2:24]3)=[CH:19][CH:20]=2)[CH2:6][CH2:7][O:8][CH2:9][CH2:10]1)=[O:4]. Reported procedure: The title compound was synthesized in essentially the same manner using the procedures as set forth in Step 1 of Example 1, by condensing 4-(3-oxo-propyl)-tetrahydro-pyran-4-carboxylic acid methyl ester (44 mg, 0.22 mmol) and 2-methyl-6-((2S,3′R)-2-methyl-[1,3′]bipyrrolidinyl-1′-yl)-pyridin-3-ylamine to obtain 84 mg of a crude solid, which was used without purification. The reactants are FC=1C=CC(=C(C1)C(C#CC1=CC=CC=C1)O)OC (1-(5-fluoro-2-methoxy-phenyl)-3-phenyl-prop-2-yn-1-ol), COC1=C2C=NN(C2=CC=C1C=O)COCC[Si](C)(C)C (4-methoxy-1-(2-trimethylsilanyl-ethoxymethyl)-1H-indazole-5-carbaldehyde). Product: COC1=C2C=NN(C2=CC=C1C(C#CC1=CC=CC=C1)O)COCC[Si](C)(C)C (1-[4-Methoxy-1-(2-trimethylsilanyl-ethoxymethyl)-1H-indazol-5-yl]-3-phenyl-prop-2-yn-1-ol). The yield is 98.0%. RXN SMILES: F[C:2]1[CH:3]=[CH:4][C:5]([O:18][CH3:19])=[C:6]([CH:8]([OH:17])[C:9]#[C:10][C:11]2[CH:16]=[CH:15][CH:14]=[CH:13][CH:12]=2)[CH:7]=1.COC1C(C=O)=CC=C2C=1[CH:24]=[N:25][N:26]2[CH2:33][O:34][CH2:35][CH2:36][Si:37]([CH3:40])([CH3:39])[CH3:38]>>[CH3:19][O:18][C:5]1[C:6]([CH:8]([OH:17])[C:9]#[C:10][C:11]2[CH:16]=[CH:15][CH:14]=[CH:13][CH:12]=2)=[CH:7][CH:2]=[C:3]2[C:4]=1[CH:24]=[N:25][N:26]2[CH2:33][O:34][CH2:35][CH2:36][Si:37]([CH3:40])([CH3:39])[CH3:38]. Procedure details: Following the procedure used to prepare 1-(5-fluoro-2-methoxy-phenyl)-3-phenyl-prop-2-yn-1-ol, 4-methoxy-1-(2-trimethylsilanyl-ethoxymethyl)-1H-indazole-5-carbaldehyde was reacted to give the title compound as a colourless oil (100 mg, 98%). LCMS (Method B): RT=4.84 min, [M+Na]+=431. Reactants: ClC=1C=C(C=CC1)N1C(C(C2=CC=CC=C12)=CN(C)C)=O (1-(3-Chlorophenyl)-3-(dimethylaminomethylene)-2(1H,3H)-indolone), N (NH3). Run in C(C)O (ethanol). Conditions: time 16 hour. The product is ClC=1C=C(C=CC1)N1C(C(C2=CC=CC=C12)=CN)=O (1-(3-Chlorophenyl)-3-(aminomethylene)-2(1H,3H)-indolone). As a reaction SMILES: [Cl:1][C:2]1[CH:3]=[C:4]([N:8]2[C:16]3[C:11](=[CH:12][CH:13]=[CH:14][CH:15]=3)[C:10](=[CH:17][N:18](C)C)[C:9]2=[O:21])[CH:5]=[CH:6][CH:7]=1.N>C(O)C>[Cl:1][C:2]1[CH:3]=[C:4]([N:8]2[C:16]3[C:11](=[CH:12][CH:13]=[CH:14][CH:15]=3)[C:10](=[CH:17][NH2:18])[C:9]2=[O:21])[CH:5]=[CH:6][CH:7]=1. Procedure: Title product of Example A3 (0.3 g, 1 mmole) was stirred with 10 ml of ethanol for 3 minutes and the mixture then perfused with NH3 for 1 hour at 25°, stirred an additional 16 hours, and concentrated to an oil, which crystallized on standing in vacuo. Trituration with pentane gave purified title product, 0.25 g, m.p. 141°-143°.